This data is from the Open Reaction Database (ORD), a public repository of structured organic reaction records. The task is: describe an organic reaction: reactants, conditions, products, and yield Solvent: C1CCOC1 (THF), C1CCOC1 (THF). Product: FC=1C=C(C=CC1N1N=C(N=C1)C)NC1=NN2C([C@H](C[C@@](CC2)(O)C)C2=CC=C(C=C2)F)=N1 ((7S,9R)-2-(3-fluoro-4-(3-methyl-1H-1,2,4-triazol-1-yl)phenylamino)-9-(4-fluorophenyl)-7-methyl-6,7,8,9-tetrahydro-5H-[1,2,4]triazolo[1,5-a]azepin-7-ol). Yield: 7.0%. As a reaction SMILES: [CH3:1][Mg]Br.[F:4][C:5]1[CH:6]=[C:7]([NH:17][C:18]2[N:35]=[C:21]3[CH:22]([C:28]4[CH:33]=[CH:32][C:31]([F:34])=[CH:30][CH:29]=4)[CH2:23][C:24](=[O:27])[CH2:25][CH2:26][N:20]3[N:19]=2)[CH:8]=[CH:9][C:10]=1[N:11]1[CH:15]=[N:14][C:13]([CH3:16])=[N:12]1>C1COCC1.[Cu]I>[F:4][C:5]1[CH:6]=[C:7]([NH:17][C:18]2[N:35]=[C:21]3[C@@H:22]([C:28]4[CH:29]=[CH:30][C:31]([F:34])=[CH:32][CH:33]=4)[CH2:23][C@:24]([CH3:1])([OH:27])[CH2:25][CH2:26][N:20]3[N:19]=2)[CH:8]=[CH:9][C:10]=1[N:11]1[CH:15]=[N:14][C:13]([CH3:16])=[N:12]1. Conditions: temperature 0 celsius, time 20 minute. The reactants are methyl cuprate, FC=1C=C(C=CC1N1N=C(N=C1)C)NC1=NN2C(C(CC(CC2)=O)C2=CC=C(C=C2)F)=N1 (2-(3-fluoro-4-(3-methyl-1H-1,2,4-triazol-1-yl)phenylamino)-9-(4-fluorophenyl)-8,9-dihydro-5H-[1,2,4]triazolo[1,5-a]azepin-7(6H)-one), C[Mg]Br (methyl magnesium bromide). Reported procedure: A 25 mL round bottom flask was charged with copper (I) iodide (26.2 mg, 0.138 mmol) in THF (4 mL), and cooled to 0° C. A solution of methyl magnesium bromide (4.92 mL, 6.89 mmol) was added dropwise. The mixture was stirred for 20 min. To the solution of methyl cuprate was added 2-(3-fluoro-4-(3-methyl-1H-1,2,4-triazol-1-yl)phenylamino)-9-(4-fluorophenyl)-8,9-dihydro-5H-[1,2,4]triazolo[1,5-a]azepin-7(6H)-one (300 mg, 0.689 mmol) in THF (1 mL). The mixture was stirred at 0° C. for 2 h. The reactio... Reagents/catalysts: [Cu]I (copper (I) iodide). Starting materials: CC(=O)Oc1ccc(Cn2ncc(-c3ccc(S(C)(=O)=O)cc3)c(-c3ccc(F)cc3)c2=O)cc1, C1CCOC1, CO, [Li+], [OH-], O, O, O=C(O)CC(O)(CC(=O)O)C(=O)O. The product is CS(=O)(=O)c1ccc(-c2cnn(Cc3ccc(O)cc3)c(=O)c2-c2ccc(F)cc2)cc1. RXN SMILES: [C:1](=[O:2])([CH3:3])[O:4][c:5]1[cH:6][cH:7][c:8]([CH2:9][n:10]2[n:11][cH:12][c:13](-[c:24]3[cH:25][cH:26][c:27]([S:30](=[O:31])(=[O:32])[CH3:33])[cH:28][cH:29]3)[c:14](-[c:17]3[cH:18][cH:19][c:20]([F:23])[cH:21][cH:22]3)[c:15]2=[O:16])[cH:34][cH:35]1.[CH2:54]1[O:55][CH2:56][CH2:57][CH2:58]1.[CH3:39][OH:40].[Li+:38].[OH-:37].[OH2:36].[OH2:59].[OH:41][C:42]([CH2:43][C:44]([C:45](=[O:46])[OH:47])([CH2:48][C:49](=[O:50])[OH:51])[OH:52])=[O:53]>>[OH:4][c:5]1[cH:6][cH:7][c:8]([CH2:9][n:10]2[n:11][cH:12][c:13](-[c:24]3[cH:25][cH:26][c:27]([S:30](=[O:31])(=[O:32])[CH3:33])[cH:28][cH:29]3)[c:14](-[c:17]3[cH:18][cH:19][c:20]([F:23])[cH:21][cH:22]3)[c:15]2=[O:16])[cH:34][cH:35]1. The reactants are CC(C)CCOc1nc(N)c2nc(Br)n(C3CCCCO3)c2n1, C[O-], CCOC(C)=O, [Na+]. Yields the product COc1nc2c(N)nc(OCCC(C)C)nc2n1C1CCCCO1. RXN SMILES: [Br:1][c:2]1[n:3]([CH:18]2[O:19][CH2:20][CH2:21][CH2:22][CH2:23]2)[c:4]2[n:5][c:6]([O:12][CH2:13][CH2:14][CH:15]([CH3:16])[CH3:17])[n:7][c:8]([NH2:11])[c:9]2[n:10]1.[CH3:24][O-:25].[CH3:27][CH2:28][O:29][C:30]([CH3:31])=[O:32].[Na+:26]>>[c:2]1([O:25][CH3:24])[n:3]([CH:18]2[O:19][CH2:20][CH2:21][CH2:22][CH2:23]2)[c:4]2[n:5][c:6]([O:12][CH2:13][CH2:14][CH:15]([CH3:16])[CH3:17])[n:7][c:8]([NH2:11])[c:9]2[n:10]1.